Dataset: the Open Reaction Database (ORD), a public repository of structured organic reaction records. Task: describe an organic reaction: reactants, conditions, products, and yield The reactants are CCc1nc(C)c(C(=O)O)s1, Cc1ccccc1, O=C(Cl)Cl. RXN SMILES: [CH2:1]([CH3:2])[c:3]1[s:4][c:5]([C:9](=[O:10])[OH:11])[c:6]([CH3:8])[n:7]1.[CH3:16][c:17]1[cH:18][cH:19][cH:20][cH:21][cH:22]1.[Cl:12][C:13](=[O:14])[Cl:15]>>[CH2:1]([CH3:2])[c:3]1[s:4][c:5]([C:9](=[O:10])[OH:11])[c:6]([CH3:8])[n:7]1.[Cl-:12]. Yields the product CCc1nc(C)c(C(=O)O)s1, [Cl-].